This data is from the Open Reaction Database (ORD), a public repository of structured organic reaction records. The task is: describe an organic reaction: reactants, conditions, products, and yield Starting materials: O=C1C(CN(CC1)C(=O)OC(C)(C)C)C(=O)OCC (1-tert-butyl 3-ethyl 4-oxopiperidine-1,3-dicarboxylate), CC(C)(C)OC(N(C)C)N(C)C (Bredereck's reagent). Run in Et2O-hexanes, C1(=CC=CC=C1)C (toluene). Conditions: time 1 hour. Product: CN(C)C=C1C(C(CN(C1)C(=O)OC(C)(C)C)C(=O)OCC)=O (1-tert-butyl 3-ethyl 5-((dimethylamino)methylene)-4-oxopiperidine-1,3-dicarboxylate). RXN SMILES: [O:1]=[C:2]1[CH2:7][CH2:6][N:5]([C:8]([O:10][C:11]([CH3:14])([CH3:13])[CH3:12])=[O:9])[CH2:4][CH:3]1[C:15]([O:17][CH2:18][CH3:19])=[O:16].CC(O[CH:25](N(C)C)[N:26]([CH3:28])[CH3:27])(C)C>C1(C)C=CC=CC=1>[CH3:25][N:26]([CH:28]=[C:7]1[CH2:6][N:5]([C:8]([O:10][C:11]([CH3:12])([CH3:13])[CH3:14])=[O:9])[CH2:4][CH:3]([C:15]([O:17][CH2:18][CH3:19])=[O:16])[C:2]1=[O:1])[CH3:27]. Reported procedure: To a solution of 2b (272 mg, 1.00 mmol) in dry toluene (4.0 mL) was added Bredereck's reagent (183 mg, 1.05 mmol) dropwise over 2 minutes. The mixture stirred at rt for 1 h and heated to 60° C. for 24 h. The mixture was concentrated and the residue purified on a SiO2 column (CH2Cl2, 50% EtOAc-hexanes then EtOAc for elution) to give a viscous oil. The oil was dissolved in 50% Et2O-hexanes and concentrated to give the title compound 3b as a waxy white solid; 243 mg, 74%. This material was used imm...